This data is from the Open Reaction Database (ORD), a public repository of structured organic reaction records. The task is: describe an organic reaction: reactants, conditions, products, and yield Starting materials: CCO, [Na+], [OH-], O, CCOC(=O)Cc1ccc(-c2cn3ccccc3n2)cc1. The product is O=C(O)Cc1ccc(-c2cn3ccccc3n2)cc1. RXN SMILES: [CH3:22][CH2:23][OH:24].[Na+:26].[OH-:25].[OH2:27].[n:1]1[c:2](-[c:10]2[cH:11][cH:12][c:13]([CH2:16][C:17](=[O:18])[O:19][CH2:20][CH3:21])[cH:14][cH:15]2)[cH:3][n:4]2[c:5]1[cH:6][cH:7][cH:8][cH:9]2>>[n:1]1[c:2](-[c:10]2[cH:11][cH:12][c:13]([CH2:16][C:17](=[O:18])[OH:19])[cH:14][cH:15]2)[cH:3][n:4]2[c:5]1[cH:6][cH:7][cH:8][cH:9]2.